Task: describe an organic reaction: reactants, conditions, products, and yield. Dataset: the Open Reaction Database (ORD), a public repository of structured organic reaction records The reactants are CCC([BH-](C(CC)C)C(CC)C)C.[Li+] (L-SELECTRIDE), [Si](C)(C)(C(C)(C)C)O[C@H]1C[C@@H](CC2=CC=C3[C@@H]4CC=C([C@@]4(C)CC[C@@H]3[C@@]12C)COCC1C(C)(C)O1)O[Si](C)(C)C(C)(C)C (1α,3β-bis(tert-butyldimethylsilyloxy)-17-(2,3-epoxy-3-methylbutoxymethyl)androsta-5,7,16-triene), CCC([BH-](C(CC)C)C(CC)C)C.[Li+] (L-SELECTRIDE), [OH-].[Na+] (sodium hydroxide), OO (hydrogen peroxide). Run in O1CCCC1 (tetrahydrofuran), O1CCCC1 (tetrahydrofuran), O1CCCC1 (tetrahydrofuran), C(C)(=O)OCC (ethyl acetate). Run at time 1 hour. Product: [Si](C)(C)(C(C)(C)C)O[C@H]1C[C@@H](CC2=CC=C3[C@@H]4CC=C([C@@]4(C)CC[C@@H]3[C@@]12C)COCCC(C)(C)O)O[Si](C)(C)C(C)(C)C (1α,3β-bis(tert-butyldimethylsilyloxy)-17-(3-hydroxy-3-methylbutoxymethyl)androsta-5,7,16-triene). Yield: 86.7%. As a reaction SMILES: CCC(C)[BH-](C(C)CC)C(C)CC.[Li+].[Si:15]([O:22][C@@H:23]1[C@@:40]2([CH3:41])[C:27](=[CH:28][CH:29]=[C:30]3[C@@H:39]2[CH2:38][CH2:37][C@@:35]2([CH3:36])[C@H:31]3[CH2:32][CH:33]=[C:34]2[CH2:42][O:43][CH2:44][CH:45]2[O:49][C:46]2([CH3:48])[CH3:47])[CH2:26][C@@H:25]([O:50][Si:51]([C:54]([CH3:57])([CH3:56])[CH3:55])([CH3:53])[CH3:52])[CH2:24]1)([C:18]([CH3:21])([CH3:20])[CH3:19])([CH3:17])[CH3:16].[OH-].[Na+].OO>O1CCCC1.C(OCC)(=O)C>[Si:15]([O:22][C@@H:23]1[C@@:40]2([CH3:41])[C:27](=[CH:28][CH:29]=[C:30]3[C@@H:39]2[CH2:38][CH2:37][C@@:35]2([CH3:36])[C@H:31]3[CH2:32][CH:33]=[C:34]2[CH2:42][O:43][CH2:44][CH2:45][C:46]([OH:49])([CH3:47])[CH3:48])[CH2:26][C@@H:25]([O:50][Si:51]([C:54]([CH3:57])([CH3:56])[CH3:55])([CH3:52])[CH3:53])[CH2:24]1)([C:18]([CH3:21])([CH3:19])[CH3:20])([CH3:17])[CH3:16] |f:0.1,3.4|. Reported procedure: At room temperature, a solution of 1.0M L-SELECTRIDE in tetrahydrofuran (0.25 ml, 0.25 mmol) was added to a solution of 1α,3β-bis(tert-butyldimethylsilyloxy)-17-(2,3-epoxy-3-methylbutoxymethyl)androsta-5,7,16-triene (48.3 mg, 0.0768 mmol) in tetrahydrofuran (2 ml) and stirred at the same temperature for 1 hour. To the solution, was further added a solution of 1.0M L-SELECTRIDE in tetrahydrofuran (0.2 ml, 0.2 mmol), followed by stirring at the same temperature for 1 hour. After cooling the reacti...